Dataset: the Open Reaction Database (ORD), a public repository of structured organic reaction records. Task: describe an organic reaction: reactants, conditions, products, and yield The reactants are [Si](C1=CC=CC=C1)(C1=CC=CC=C1)(C(C)(C)C)OCCCC1=CC=C(OC(C(=O)OC)(C)C)C=C1 (methyl 2-[4-[3-(tert-butyldiphenylsilyloxy)propyl]phenoxy]-2-methylpropionate), solution, [H-].[Al+3].[Li+].[H-].[H-].[H-] (lithium aluminum hydride). Solvent: C(C)OCC (diethyl ether), CCOCC (ether). Yields the product [Si](C1=CC=CC=C1)(C1=CC=CC=C1)(C(C)(C)C)OCCCC1=CC=C(OC(CO)(C)C)C=C1 (2-[4-[3-(tert-Butyldiphenylsilyloxy)propyl]phenoxy]-2-methylpropanol). The yield is 92.7%. RXN SMILES: [Si:1]([O:18][CH2:19][CH2:20][CH2:21][C:22]1[CH:35]=[CH:34][C:25]([O:26][C:27]([CH3:33])([CH3:32])[C:28](OC)=[O:29])=[CH:24][CH:23]=1)([C:14]([CH3:17])([CH3:16])[CH3:15])([C:8]1[CH:13]=[CH:12][CH:11]=[CH:10][CH:9]=1)[C:2]1[CH:7]=[CH:6][CH:5]=[CH:4][CH:3]=1.[H-].[Al+3].[Li+].[H-].[H-].[H-]>C(OCC)C>[Si:1]([O:18][CH2:19][CH2:20][CH2:21][C:22]1[CH:35]=[CH:34][C:25]([O:26][C:27]([CH3:33])([CH3:32])[CH2:28][OH:29])=[CH:24][CH:23]=1)([C:14]([CH3:17])([CH3:16])[CH3:15])([C:2]1[CH:7]=[CH:6][CH:5]=[CH:4][CH:3]=1)[C:8]1[CH:9]=[CH:10][CH:11]=[CH:12][CH:13]=1 |f:1.2.3.4.5.6|. Procedure: A solution of methyl 2-[4-[3-(tert-butyldiphenylsilyloxy)propyl]phenoxy]-2-methylpropionate (5.88 g, 11.98 mmol) in diethyl ether (100 ml) was treated at 22° C. with 23 ml (23 mmol) of a 1M solution of lithium aluminum hydride in ether. The resulting mixture was then heated under reflux for 1 hour. The cooled mixture was quenched by addition of ethyl acetate, water (5 ml) and 1N sodium hydroxide (5 ml). The solid formed was filtered and the filtrate was evaporated and purified on silica gel. Elu... Reactants: [O-]S(=O)(=O)[O-].[Mg+2] (MgSO4), OC1=C(C=C(C=O)C=C1C)C (4-hydroxy-3,5-dimethylbenzaldehyde), C([O-])([O-])=O.[K+].[K+] (potassium carbonate), CC(C1=C(C=C(C(=C1)OC)OC)[N+](=O)[O-])Br (a-methyl-2-nitro-4,5-dimethoxybenzyl bromide). Solvent: C(=O)(O)[O-].[Na+] (NaHCO3), CCOCC (Et2O), CN(C)C=O (DMF). Conditions: time 44 hour. Product: CC(C1=C(C=C(C(=C1)OC)OC)[N+](=O)[O-])OC1=C(C=C(C=O)C=C1C)C (4-(a′-Methyl-2′-nitro-4′,5′-dimethoxybenzyloxy)-3,5-dimethylbenzaldehyde). Isolated yield 60.0%. As a reaction SMILES: [OH:1][C:2]1[C:9]([CH3:10])=[CH:8][C:5]([CH:6]=[O:7])=[CH:4][C:3]=1[CH3:11].C(=O)([O-])[O-].[K+].[K+].[CH3:18][CH:19](Br)[C:20]1[CH:25]=[C:24]([O:26][CH3:27])[C:23]([O:28][CH3:29])=[CH:22][C:21]=1[N+:30]([O-:32])=[O:31].[O-]S([O-])(=O)=O.[Mg+2]>C([O-])(O)=O.[Na+].CCOCC.CN(C=O)C>[CH3:18][CH:19]([O:1][C:2]1[C:3]([CH3:11])=[CH:4][C:5]([CH:6]=[O:7])=[CH:8][C:9]=1[CH3:10])[C:20]1[CH:25]=[C:24]([O:26][CH3:27])[C:23]([O:28][CH3:29])=[CH:22][C:21]=1[N+:30]([O-:32])=[O:31] |f:1.2.3,5.6,7.8|. Procedure: DMF (5 mL) at r.t. was added to a stirring mixture of 4-hydroxy-3,5-dimethylbenzaldehyde (116 mg, 0.78 mmol), potassium carbonate (214 mg, 1.55 mmol) and a-methyl-2-nitro-4,5-dimethoxybenzyl bromide (169 mg, 0.58 mmol) and stirring was continued for 44 hours. The reaction was diluted with 5% NaHCO3 (100 mL) and aqueous workup (Et2O, MgSO4) followed by concentration in vacuo yielded a yellow oil which was purified by flash chromatography (20 g, 5:1 hexanes/ethyl acetate) to yield 7e (125 mg, 60%)...